Task: describe an organic reaction: reactants, conditions, products, and yield. Dataset: the Open Reaction Database (ORD), a public repository of structured organic reaction records Reactants: C1(=CC=C(C=C1)CO)CO (1,4-benzenedimethanol), FC1=NC=CC=C1 (2-fluoropyridine), [H-].[Na+] (NaH). The solvent is CN(C)C=O (DMF). Conditions: temperature 70 celsius, time 1 hour. Yields the product N1=C(C=CC=C1)OCC1=CC=C(C=C1)CO ((4-(Pyridin-2-yloxymethyl)-phenyl)-methanol). Isolated yield 65.9%. As a reaction SMILES: [C:1]1([CH2:9][OH:10])[CH:6]=[CH:5][C:4]([CH2:7][OH:8])=[CH:3][CH:2]=1.F[C:12]1[CH:17]=[CH:16][CH:15]=[CH:14][N:13]=1.[H-].[Na+]>CN(C=O)C>[N:13]1[CH:14]=[CH:15][CH:16]=[CH:17][C:12]=1[O:8][CH2:7][C:4]1[CH:5]=[CH:6][C:1]([CH2:9][OH:10])=[CH:2][CH:3]=1 |f:2.3|. Reported procedure: To a solution of 1,4-benzenedimethanol (5.5 g) and DMF (15 mL) of 2-fluoropyridine (1.3 g) was added NaH (1.4 g/66% in oil) at 0° C., which was stirred for 1 hour at 70° C. The reaction mixture was cooled to room temperature and extracted with ethyl acetate. The organic layer was washed with saturated brine, and the solvent was evaporated under a reduced pressure. The residue was purified by NH silica gel column chromatography (ethyl acetate:heptane=1:1) to obtain the titled compound (1.9 g). RXN SMILES: [O:1]1[CH:5]=[CH:4][CH:3]=[CH:2]1.[C:6]([O:9]B(OC(=O)C)OC(=O)C)(=[O:8])C.[C:19](O)(=O)[CH:20]=C>>[CH:5]12[O:1][CH:2]([CH:19]=[CH:20]1)[CH2:3][CH:4]2[C:6]([OH:9])=[O:8]. Isolated yield 43.0%. Yields the product C12C(CC(C=C1)O2)C(=O)O (7-oxabicyclo[2.2.1]hept-5-ene-2-carboxylic acid). Conditions: temperature -5 celsius, time 22 hour. Procedure: Distilled furan (141.7 g, 2.08 mol) and triacetoxyborane (1.19 g, 6.63 mmol) were charged in a similar reactor as in Example 4, and the mixture was cooled to −5° C. To this mixed solution was added acrylic acid (30.4 g, 0.42 mol) and the mixture was stirred at an inner temperature of −5° C. for 22 hr. The resulting crystals were collected by filtration through a glass filter, washed with diisopropyl ether (60 ml) cooled to not more than 5° C. and dried under reduced pressure for 2 hr. to give 7-... Reactants: O1C=CC=C1 (furan), C(C)(=O)OB(OC(C)=O)OC(C)=O (triacetoxyborane), C(C=C)(=O)O (acrylic acid). Starting materials: C(CCCCC)NC1=CC=C(OC=2C=CC3=C(N(C(=N3)COC3=CC=C(CC4C(NC(S4)=O)=O)C=C3)C)C2)C=C1 (5-[4-[6-(4-n-hexylaminophenoxy)-1-methyl-1H-benzimidazol-2-ylmethoxy]benzyl]thiazolidine-2,4-dione), FC(C1=CC=C(C=C1)N=C=O)(F)F (α,α,α-trifluoro-p-tolyl isocyanate). The solvent is O1CCCC1 (tetrahydrofuran). Run at time 2 day. Product: O=C1SC(C(N1)=O)CC1=CC=C(OCC2=NC3=C(N2C)C=C(C=C3)OC3=CC=C(C=C3)N(C(=O)NC3=CC=C(C=C3)C(F)(F)F)CCCCCC)C=C1 (1-(4-[2-[4-(2,4-Dioxothiazolidin-5-ylmethyl)phenoxymethyl]-1-methyl-1H-benzimidazol-6-yloxy]phenyl)-1-n-hexyl-3-{4-(trifluoromethyl)phenyl]urea). As a reaction SMILES: [CH2:1]([NH:7][C:8]1[CH:40]=[CH:39][C:11]([O:12][C:13]2[CH:14]=[CH:15][C:16]3[N:20]=[C:19]([CH2:21][O:22][C:23]4[CH:36]=[CH:35][C:26]([CH2:27][CH:28]5[S:32][C:31](=[O:33])[NH:30][C:29]5=[O:34])=[CH:25][CH:24]=4)[N:18]([CH3:37])[C:17]=3[CH:38]=2)=[CH:10][CH:9]=1)[CH2:2][CH2:3][CH2:4][CH2:5][CH3:6].[F:41][C:42]([F:53])([F:52])[C:43]1[CH:48]=[CH:47][C:46]([N:49]=[C:50]=[O:51])=[CH:45][CH:44]=1>O1CCCC1>[O:33]=[C:31]1[NH:30][C:29](=[O:34])[CH:28]([CH2:27][C:26]2[CH:35]=[CH:36][C:23]([O:22][CH2:21][C:19]3[N:18]([CH3:37])[C:17]4[CH:38]=[C:13]([O:12][C:11]5[CH:39]=[CH:40][C:8]([N:7]([CH2:1][CH2:2][CH2:3][CH2:4][CH2:5][CH3:6])[C:50]([NH:49][C:46]6[CH:45]=[CH:44][C:43]([C:42]([F:41])([F:52])[F:53])=[CH:48][CH:47]=6)=[O:51])=[CH:9][CH:10]=5)[CH:14]=[CH:15][C:16]=4[N:20]=3)=[CH:24][CH:25]=2)[S:32]1. Procedure details: A mixture of 5-[4-[6-(4-n-hexylaminophenoxy)-1-methyl-1H-benzimidazol-2-ylmethoxy]benzyl]thiazolidine-2,4-dione (0.39 g), α,α,α-trifluoro-p-tolyl isocyanate (0.15 g) and anhydrous tetrahydrofuran (20 ml) was allowed to stand at room temperature for 2 days. The reaction mixture was concentrated and partitioned between ethyl acetate and water. The extract was dried over anhydrous sodium sulfate and then concentrated. The residue was reprecipitated from a mixture of ether and diisopropyl ether to a... Reactants: [H-].[Na+] (NaH), C(CC(=O)OC)(=O)OC (dimethyl malonate), BrC(C(=O)C1=CC=CC=C1)CCCC (2-bromo-1-phenyl-hexan-1-one). The solvent is CS(=O)C (DMSO), CS(=O)C (DMSO). Reaction conditions: time 2 hour. The product is COC(C(C(=O)OC)C(CCCC)C(C1=CC=CC=C1)=O)=O (2-(1-Benzoyl-pentyl)-malonic acid dimethyl ester). Reaction SMILES: [H-].[Na+].[C:3]([O:10][CH3:11])(=[O:9])[CH2:4][C:5]([O:7][CH3:8])=[O:6].Br[CH:13]([CH2:22][CH2:23][CH2:24][CH3:25])[C:14]([C:16]1[CH:21]=[CH:20][CH:19]=[CH:18][CH:17]=1)=[O:15]>CS(C)=O>[CH3:8][O:7][C:5](=[O:6])[CH:4]([CH:13]([C:14](=[O:15])[C:16]1[CH:21]=[CH:20][CH:19]=[CH:18][CH:17]=1)[CH2:22][CH2:23][CH2:24][CH3:25])[C:3]([O:10][CH3:11])=[O:9] |f:0.1|. Procedure details: Small portions of NaH (60%, 7.92 g, 198 mmol) are added to a solution of dimethyl malonate (22.6 ml, 198 mmol) in DMSO (100 mL) at 0° C. The ice bath is removed and the mixture stirred at room temperature for 2 hours. The solution is rechilled to 0° C. and a solution of 2-bromo-1-phenyl-hexan-1-one (2–1) (16.8 g, 66 mmol) in DMSO (50 mL) is added slowly. The ice bath is removed and the mixture stirred overnight. Water (500 mL) is added and the mixture is extracted with EtOAc (4×150 mL). The comb... Starting materials: [N-]=[N+]=[N-].[Na+] (sodium azide), COC(=O)[C@@H]1[C@@H](CC1)C(=O)O (rel-(1R,2S)-2-(methoxycarbonyl)cyclobutanecarboxylic acid), CC(=O)C (acetone), ClC(=O)OCC (ethyl chloroformate), C(C)(=O)O (acetic acid). Solvent: C(C)N(CC)CC (triethylamine), C(C)OCC (diethyl ether), O (water), N1=CC=CC=C1 (pyridine). Product: C(C1=CC=CC=C1)OC(=O)N[C@@H]1[C@@H](CC1)C(=O)OC (methyl rel-(1R,2S)-2-{[(benzyloxy)carbonyl]amino}cyclobutanecarboxylate). Reaction SMILES: [CH3:1][O:2][C:3]([C@H:5]1[CH2:8][CH2:7][C@H:6]1C(O)=O)=[O:4].[CH3:12][C:13]([CH3:15])=O.Cl[C:17]([O:19][CH2:20][CH3:21])=[O:18].[N-:22]=[N+]=[N-].[Na+].[C:26](O)(=O)[CH3:27]>N1C=CC=CC=1.C(OCC)C.O.C(N(CC)CC)C>[CH2:20]([O:19][C:17]([NH:22][C@H:6]1[CH2:7][CH2:8][C@H:5]1[C:3]([O:2][CH3:1])=[O:4])=[O:18])[C:21]1[CH:27]=[CH:26][CH:15]=[CH:13][CH:12]=1 |f:3.4|. Procedure: To a mixture of rel-(1R,2S)-2-(methoxycarbonyl)cyclobutanecarboxylic acid (1.3 g) and acetone (15 ml) were added triethylamine (1.7 ml) and ethyl chloroformate (1.1 ml) at −10° C., followed by stirring under ice-cooling for 2 hours. To a reaction mixture was added an aqueous solution (3.3 ml) of sodium azide (1.1 g) under ice-cooling, followed by stirring at room temperature for 4 hours. To the reaction mixture were added water and diethyl ether, and the aqueous layer was then extracted with die... As a reaction SMILES: [CH2:1]1[C:21]2[C:4](=[CH:5][C:6]3[S:12][C:11]4[CH:13]=[C:14]([C:17]([NH2:19])=O)[CH:15]=[CH:16][C:10]=4[CH:9]=[CH:8][C:7]=3[CH:20]=2)[CH2:3][CH2:2]1.FC(F)(F)C(OC(=O)C(F)(F)F)=O.Cl>N1C=CC=CC=1>[CH2:1]1[C:21]2[C:4](=[CH:5][C:6]3[S:12][C:11]4[CH:13]=[C:14]([C:17]#[N:19])[CH:15]=[CH:16][C:10]=4[CH:9]=[CH:8][C:7]=3[CH:20]=2)[CH2:3][CH2:2]1. Yield: 60.1%. Solvent: N1=CC=CC=C1 (pyridine). The reactants are C1CCC2=CC3=C(C=CC4=C(S3)C=C(C=C4)C(=O)N)C=C12 (2,3-dihydro-1H-benzo[b]indeno[5,6-f]thiepin-7-carboxamide), ice, Cl (hydrochloric acid), FC(C(=O)OC(C(F)(F)F)=O)(F)F (trifluoroacetic anhydride). Procedure: The crude amide from Step A (4.34 g, 14.8 mmole) in pyridine (43.5 ml) was treated slowly under cooling (ice-bath) with trifluoroacetic anhydride (8.7 ml). The mixture was stirred for 1 hour at ambient temperature and then poured into a mixture of ice (400 g) and concentrated hydrochloric acid (50 ml). The product was extracted into ether and the ethereal extract was washed with water, then with 10% sodium carbonate solution and finally with saturated sodium chloride solution. After drying (MgSO... Reaction conditions: time 1 hour. Yields the product C1CCC2=CC3=C(C=CC4=C(S3)C=C(C=C4)C#N)C=C12 (2,3-dihydro-1H-benzo[b]indeno[5,6-f]thiepin-7-carbonitrile).